Dataset: the Open Reaction Database (ORD), a public repository of structured organic reaction records. Task: describe an organic reaction: reactants, conditions, products, and yield Starting materials: C(C)(C)(C)OC(=O)N1C2C(C(C1)OCC1=CC=C(C=C1)F)N(CC2)C(C(C(C)(C)C)NC(C(C)N(C)C(=O)OCC2=CC=CC=C2)=O)=O (4-{2-[2-(Benzyloxycarbonyl-methyl-amino)-propionylamino]-3,3-dimethyl-butyryl}-3-(4-fluoro-benzyloxy)-hexahydro-pyrrolo[3,2-b]pyrrole-1-carboxylic acid tert-butyl ester), C(=O)(C(F)(F)F)O (TFA). Run in C(Cl)Cl (DCM). Conditions: temperature 0 celsius, time 2.5 hour. The product is C(C1=CC=CC=C1)OC(N(C)C(C)C(NC(C(C)(C)C)C(=O)N1C2C(CC1)NCC2OCC2=CC=C(C=C2)F)=O)=O ((1-{1-[6-(4-Fluoro-benzyloxy)-hexahydro-pyrrolo[3,2-b]pyrrole-1-carbonyl]-2,2-dimethyl-propylcarbamoyl}-ethyl)-methyl-carbamic acid benzyl ester). Isolated yield 97.0%. Reaction SMILES: C(OC([N:8]1[CH2:12][CH:11]([O:13][CH2:14][C:15]2[CH:20]=[CH:19][C:18]([F:21])=[CH:17][CH:16]=2)[CH:10]2[N:22]([C:25](=[O:48])[CH:26]([NH:31][C:32](=[O:47])[CH:33]([N:35]([C:37]([O:39][CH2:40][C:41]3[CH:46]=[CH:45][CH:44]=[CH:43][CH:42]=3)=[O:38])[CH3:36])[CH3:34])[C:27]([CH3:30])([CH3:29])[CH3:28])[CH2:23][CH2:24][CH:9]12)=O)(C)(C)C.C(O)(C(F)(F)F)=O>C(Cl)Cl>[CH2:40]([O:39][C:37](=[O:38])[N:35]([CH:33]([C:32](=[O:47])[NH:31][CH:26]([C:25]([N:22]1[CH2:23][CH2:24][CH:9]2[NH:8][CH2:12][CH:11]([O:13][CH2:14][C:15]3[CH:20]=[CH:19][C:18]([F:21])=[CH:17][CH:16]=3)[CH:10]12)=[O:48])[C:27]([CH3:28])([CH3:30])[CH3:29])[CH3:34])[CH3:36])[C:41]1[CH:42]=[CH:43][CH:44]=[CH:45][CH:46]=1. Reported procedure: A solution containing 48 (4.0 g, 5.98 mmol) in DCM (20 mL) was cooled to 0° C. and TFA (10 mL) was added. After 2.5 h, the reaction mixture was concentrated in vacuo and the residue was dissolved in EtOAc. The organic solution was washed successively with aqueous NaHCO3, water, and brine, dried over anhydrous Na2SO4, filtered, and concentrated to afford 3.3 g of 49 as a beige-colored foam which was used directly in the next reaction. Mass spectrum, m/z [569.1] (M+Na)+.